describe an organic reaction: reactants, conditions, products, and yield From a dataset of the Open Reaction Database (ORD), a public repository of structured organic reaction records. The reactants are Cc1cc(-c2ccc(Cl)c(Cl)c2)nc(-n2cnc(-c3cccc(S(=O)(=O)NC(C)(C)C)c3)c2)n1, ClCCl, O=C(O)C(F)(F)F. The product is Cc1cc(-c2ccc(Cl)c(Cl)c2)nc(-n2cnc(-c3cccc(S(N)(=O)=O)c3)c2)n1. Reaction SMILES: [C:1]([CH3:2])([CH3:3])([CH3:4])[NH:5][S:6](=[O:7])(=[O:8])[c:9]1[cH:10][c:11](-[c:15]2[n:16][cH:17][n:18](-[c:20]3[n:21][c:22](-[c:27]4[cH:28][c:29]([Cl:34])[c:30]([Cl:33])[cH:31][cH:32]4)[cH:23][c:24]([CH3:26])[n:25]3)[cH:19]2)[cH:12][cH:13][cH:14]1.[Cl:42][CH2:43][Cl:44].[F:35][C:36]([F:37])([F:38])[C:39]([OH:40])=[O:41]>>[NH2:5][S:6](=[O:7])(=[O:8])[c:9]1[cH:10][c:11](-[c:15]2[n:16][cH:17][n:18](-[c:20]3[n:21][c:22](-[c:27]4[cH:28][c:29]([Cl:34])[c:30]([Cl:33])[cH:31][cH:32]4)[cH:23][c:24]([CH3:26])[n:25]3)[cH:19]2)[cH:12][cH:13][cH:14]1.